This data is from the Open Reaction Database (ORD), a public repository of structured organic reaction records. The task is: describe an organic reaction: reactants, conditions, products, and yield Starting materials: ClC=1C=NC=2NC=3C=CC=C(CNC4=CC=CC(NC1N2)=C4)C3 (6-chloro-2,4,8,14,22-pentaazatetracyclo[14.3.1.1(3,7).1(9,13)]docosa-1(20),3(22),4,6,9(21),10,12,16,18-nonaene), CC1=CC=C(C(=O)Cl)C=C1 (4-methylbenzoic acid chloride). Yields the product ClC=1C=NC=2NC=3C=CC=C(CN(C4=CC=CC(NC1N2)=C4)C(C4=CC=C(C=C4)C)=O)C3 (6-Chloro-14-(4-methylbenzoyl)-2,4,8,14,22-pentaazatetracyclo[14.3.1.1(3,7).1(9,13)]docosa-1(20),3(22),4,6,9(21),10,12,16,18-nonaene). Yield: 48.0%. Reaction SMILES: [Cl:1][C:2]1[CH:3]=[N:4][C:5]2[NH:6][C:7]3[CH:8]=[CH:9][CH:10]=[C:11]([CH:23]=3)[CH2:12][NH:13][C:14]3[CH:22]=[C:18]([NH:19][C:20]=1[N:21]=2)[CH:17]=[CH:16][CH:15]=3.[CH3:24][C:25]1[CH:33]=[CH:32][C:28]([C:29](Cl)=[O:30])=[CH:27][CH:26]=1>>[Cl:1][C:2]1[CH:3]=[N:4][C:5]2[NH:6][C:7]3[CH:8]=[CH:9][CH:10]=[C:11]([CH:23]=3)[CH2:12][N:13]([C:29](=[O:30])[C:28]3[CH:32]=[CH:33][C:25]([CH3:24])=[CH:26][CH:27]=3)[C:14]3[CH:22]=[C:18]([NH:19][C:20]=1[N:21]=2)[CH:17]=[CH:16][CH:15]=3. Procedure: The desired compound was prepared as a white powder according to the procedure of Example C22, step F, using 6-chloro-2,4,8,14,22-pentaazatetracyclo[14.3.1.1(3,7).1(9,13)]docosa-1(20),3(22),4,6,9(21),10,12,16,18-nonaene and 4-methylbenzoic acid chloride as the starting materials in 48% yield. LCMS for C25H21ClN5O (M+H)+: m/z=442.0. Reactants: [OH-].[Ca+2].[OH-] (calcium hydroxide), C(CC(O)(C(=O)O)CC(=O)O)(=O)O (citric acid), C(CC(O)(C(=O)O)CC(=O)O)(=O)O.[Na] (citric acid sodium), [Na] (Sodium), C(CC(O)(C(=O)O)CC(=O)O)(=O)O (citric acid). The solvent is O (water), O (water), O (water). Yields the product C(CC(O)(C(=O)[O-])CC(=O)[O-])(=O)[O-].[Ca+2].C(CC(O)(C(=O)[O-])CC(=O)[O-])(=O)[O-].[Ca+2].[Ca+2] (calcium citrate). As a reaction SMILES: [C:1]([OH:13])(=[O:12])[CH2:2][C:3]([CH2:8][C:9]([OH:11])=[O:10])([C:5]([OH:7])=[O:6])[OH:4].[Na].[OH-].[Ca+2:16].[OH-].[C:18]([OH:30])(=[O:29])[CH2:19][C:20]([CH2:25][C:26]([OH:28])=[O:27])([C:22]([OH:24])=[O:23])[OH:21].[Na]>O>[C:1]([O-:13])(=[O:12])[CH2:2][C:3]([CH2:8][C:9]([O-:11])=[O:10])([C:5]([O-:7])=[O:6])[OH:4].[Ca+2:16].[C:18]([O-:30])(=[O:29])[CH2:19][C:20]([CH2:25][C:26]([O-:28])=[O:27])([C:22]([O-:24])=[O:23])[OH:21].[Ca+2:16].[Ca+2:16] |f:2.3.4,5.6,8.9.10.11.12,^1:13,30|. Procedure: To produce this product, 1920 g. of anhydrous citric acid was dissolved in 6000 ml. water. Sodium caseinate (143 g.) (Alanate 155, New Zealand Milk Products) was dissolved in 1500 ml. hot water; this solution was then cooled to room temperature and mixed with the citric acid solution. A slurry of 1110 g. of calcium hydroxide in 1870 ml water was added quickly with stirring to the citric acid-sodium caseinate solution. Within two minutes of mixing, the temperature of the mixture increased from 70... The reactants are O=Cc1c(F)cc(Br)cc1F, CC(=O)O[BH-](OC(C)=O)OC(C)=O, CC(C)CCN, CC(Cl)Cl, [K+], [Na+], [OH-]. The product is CC(C)CCNCc1c(F)cc(Br)cc1F. As a reaction SMILES: [Br:1][c:2]1[cH:3][c:4]([F:11])[c:5]([CH:6]=[O:7])[c:8]([F:10])[cH:9]1.[C:18]([O:19][BH-:20]([O:21][C:22](=[O:23])[CH3:24])[O:25][C:26](=[O:27])[CH3:28])(=[O:29])[CH3:30].[CH2:12]([CH2:13][CH:14]([CH3:15])[CH3:16])[NH2:17].[Cl:34][CH:35]([Cl:36])[CH3:37].[K+:33].[Na+:31].[OH-:32]>>[Br:1][c:2]1[cH:3][c:4]([F:11])[c:5]([CH2:6][NH:17][CH2:12][CH2:13][CH:14]([CH3:15])[CH3:16])[c:8]([F:10])[cH:9]1.